This data is from the Open Reaction Database (ORD), a public repository of structured organic reaction records. The task is: describe an organic reaction: reactants, conditions, products, and yield Starting materials: ClC1=NC(=CC=C1C#N)C1=CC=C(C=C1)F (2-chloro-6-(4-fluorophenyl)pyridine-3-carbonitrile), Cl.NC1=NC(=CC=C1C(C(F)(F)F)=O)NC1CNCCC1 (1-[2-Amino-6-(piperidin-3-ylamino)pyridin-3-yl]-2,2,2-trifluoroethanone hydrochloride), C(C)(C)N(C(C)C)CC (N,N-diisopropylethylamine). The solvent is CS(=O)C (DMSO). Conditions: temperature 120 celsius. The product is NC1=C(C=CC(=N1)NC1CN(CCC1)C1=NC(=CC=C1C#N)C1=CC=C(C=C1)F)C(C(F)(F)F)=O (2-(3-{[6-Amino-5-(trifluoroacetyl)pyridin-2-yl]amino}piperidin-1-yl)-6-(4-fluorophenyl)pyridine-3-carbonitrile). RXN SMILES: Cl[C:2]1[C:7]([C:8]#[N:9])=[CH:6][CH:5]=[C:4]([C:10]2[CH:15]=[CH:14][C:13]([F:16])=[CH:12][CH:11]=2)[N:3]=1.Cl.[NH2:18][C:19]1[C:24]([C:25](=[O:30])[C:26]([F:29])([F:28])[F:27])=[CH:23][CH:22]=[C:21]([NH:31][CH:32]2[CH2:37][CH2:36][CH2:35][NH:34][CH2:33]2)[N:20]=1.C(N(CC)C(C)C)(C)C>CS(C)=O>[NH2:18][C:19]1[N:20]=[C:21]([NH:31][CH:32]2[CH2:37][CH2:36][CH2:35][N:34]([C:2]3[C:7]([C:8]#[N:9])=[CH:6][CH:5]=[C:4]([C:10]4[CH:15]=[CH:14][C:13]([F:16])=[CH:12][CH:11]=4)[N:3]=3)[CH2:33]2)[CH:22]=[CH:23][C:24]=1[C:25](=[O:30])[C:26]([F:29])([F:28])[F:27] |f:1.2|. Procedure details: 55 mg (0.24 mmol) of 2-chloro-6-(4-fluorophenyl)pyridine-3-carbonitrile, 83 mg (0.28 mmol) of 1-[2-amino-6-(piperidin-3-ylamino)pyridin-3-yl]-2,2,2-trifluoroethanone hydrochloride (Example 13A) and 0.206 ml (1.18 mmol) of N,N-diisopropylethylamine were initially charged in 2 ml of DMSO. The mixture was heated at 120° C. in a microwave for 30 min. The crude product was purified by means of preparative HPLC (method 13). 72 mg (54% of theory) of the product were obtained in solid form. As a reaction SMILES: [CH2:1]([N:3]1[CH2:9][CH2:8][C:7]2[C:10]([NH2:16])=[CH:11][CH:12]=[C:13]([O:14][CH3:15])[C:6]=2[CH2:5][CH2:4]1)[CH3:2].Cl[C:18]1[N:23]=[C:22]([NH:24][C:25]2[CH:34]=[CH:33][CH:32]=[CH:31][C:26]=2[C:27]([NH:29][CH3:30])=[O:28])[C:21]([Cl:35])=[CH:20][N:19]=1.C12(CS(O)(=O)=O)C(C)(C)C(CC1)CC2=O.[Na]>O.CC(O)C>[Cl:35][C:21]1[C:22]([NH:24][C:25]2[CH:34]=[CH:33][CH:32]=[CH:31][C:26]=2[C:27]([NH:29][CH3:30])=[O:28])=[N:23][C:18]([NH:16][C:10]2[C:7]3[CH2:8][CH2:9][N:3]([CH2:1][CH3:2])[CH2:4][CH2:5][C:6]=3[C:13]([O:14][CH3:15])=[CH:12][CH:11]=2)=[N:19][CH:20]=1 |^1:50|. Run in O (water), CC(C)O (IPA). Yields the product ClC=1C(=NC(=NC1)NC1=CC=C(C=2CCN(CCC21)CC)OC)NC2=C(C(=O)NC)C=CC=C2 (2-[5-Chloro-2-(3-ethyl-9-methoxy-2,3,4,5-tetrahydro-1H-benzo[d]azepin-6-ylamino)-pyrimidin-4-ylamino]-N-methyl-benzamide). Reported procedure: 3-Ethyl-9-methoxy-2,3,4,5-tetrahydro-1H-benzo[d]azepin-6-ylamine (50.01 mg, 0.2270 mmol), 2-(2,5-Dichloro-pyrimidin-4-ylamino)-N-methyl-benzamide (67.4 mg, 0.227 mmol) and 10-camphorsulfonic acid (79.1 mg, 0.340 mmol) were charged to 2 ml IPA in a microwave tube. The reaction was heated to at 120° C. for 40 minutes. Pour reaction into water (50 ml) and saturated sodium bicarb (90 ml) and extract 3 times with 25 ml portions of methylene chloride. Dry combined organic over magnesium sulfate, filte... Conditions: temperature 120 celsius. Starting materials: [Na] (sodium), C(C)N1CCC2=C(CC1)C(=CC=C2OC)N (3-Ethyl-9-methoxy-2,3,4,5-tetrahydro-1H-benzo[d]azepin-6-ylamine), ClC1=NC=C(C(=N1)NC1=C(C(=O)NC)C=CC=C1)Cl (2-(2,5-Dichloro-pyrimidin-4-ylamino)-N-methyl-benzamide), C12(C(=O)CC(CC1)C2(C)C)CS(=O)(=O)O (10-camphorsulfonic acid). Starting materials: C[C@@H]([C@H](C1=CC=CC=C1)O)N (d-phenylpropanolamine), Cl (HCl). Product: C[C@@H]([C@@H](C1=CC=CC=C1)O)N (l-phenylpropanolamine). The yield is 105.7%. As a reaction SMILES: [CH3:1][C@H:2]([NH2:11])[C@@H:3]([OH:10])[C:4]1[CH:9]=[CH:8][CH:7]=[CH:6][CH:5]=1.Cl>>[CH3:1][C@H:2]([NH2:11])[C@H:3]([OH:10])[C:4]1[CH:5]=[CH:6][CH:7]=[CH:8][CH:9]=1. Procedure details: 61 grams of this salt were split in a manner analogous to that described in example 1. There were obtained 33 grams of L-3-formyl-2,2,5,5-tetramethyl-thiazolidine-4-carboxylic acid melting at 179° - 180°C.; [α]D20 - 54.4° as well as 26.5 grams of d-phenylpropanolamine.HCl melting point 173°C.; [α]D20 + 33°. From the mother liquor of the racemate splitting by evaporation to dryness and treatment with isopropanolic HCl there were obtained 28 grams (77%) of l-phenylpropanolamine.HCl, melting point ... Reactants: C1(CC1)CN1C(C2C=CC=C3C2(CC1)C1=C(O3)C(=CC=C1)OC)=O (3-cyclopropylmethyl 9-methoxy-2,3-dihydro-1H-benzo[4,5]furo[3,2-e]isoquinolin-4[4H]-one), [H][H] (hydrogen). The product is C1(CC1)CN1C(C2=CCCC3C2(CC1)C1=C(O3)C(=CC=C1)OC)=O (3-cyclopropylmethyl-9-methoxy-2,6,7,7a-tetrahydro-1H-benzo[4,5]furo[3,2-e]isoquinolin-4[3H]-one). Reaction SMILES: [CH:1]1([CH2:4][N:5]2[CH2:14][CH2:13][C:12]34[C:15]5[CH:21]=[CH:20][CH:19]=[C:18]([O:22][CH3:23])[C:16]=5[O:17][C:11]3=[CH:10][CH:9]=[CH:8][CH:7]4[C:6]2=[O:24])[CH2:3][CH2:2]1.[H][H]>>[CH:1]1([CH2:4][N:5]2[CH2:14][CH2:13][C:12]34[C:15]5[CH:21]=[CH:20][CH:19]=[C:18]([O:22][CH3:23])[C:16]=5[O:17][CH:11]3[CH2:10][CH2:9][CH:8]=[C:7]4[C:6]2=[O:24])[CH2:2][CH2:3]1. Procedure: Catalytic hydrogenation of 3-cyclopropylmethyl 9-methoxy-2,3-dihydro-1H-benzo[4,5]furo[3,2-e]isoquinolin-4[4H]-one (Example 4c) is carried out as in Example 4d but the reaction is stopped after one mole equivalent of hydrogen has been taken up, giving 3-cyclopropylmethyl-9-methoxy-2,6,7,7a-tetrahydro-1H-benzo[4,5]furo[3,2-e]isoquinolin-4[3H]-one. This, on treatment with m-chloroperbenzoic acid gives 3-cyclopropylmethyl-4a,5-epoxy-9-methoxy-2,4a,5,6,7,7a-hexahydro-1H-benzo[4,5]furo[3,2-e]isoquino... Starting materials: Cn1cc(Br)cc(Br)c1=O, O=C([O-])[O-], CCOC(=O)c1ccc(N)cc1, Cc1ccccc1, [Cs+], [Cs+], O=C(C=Cc1ccccc1)C=Cc1ccccc1, O=C(C=Cc1ccccc1)C=Cc1ccccc1, O=C(C=Cc1ccccc1)C=Cc1ccccc1, O, [Pd], [Pd]. The product is CCOC(=O)c1ccc(Nc2cc(Br)cn(C)c2=O)cc1. RXN SMILES: [Br:1][c:2]1[c:3](=[O:10])[n:4]([CH3:9])[cH:5][c:6]([Br:8])[cH:7]1.[C:23](=[O:24])([O-:25])[O-:26].[CH3:11][CH2:12][O:13][C:14](=[O:15])[c:16]1[cH:17][cH:18][c:19]([NH2:20])[cH:21][cH:22]1.[CH3:29][c:30]1[cH:31][cH:32][cH:33][cH:34][cH:35]1.[Cs+:27].[Cs+:28].[O:39]=[C:40]([CH:41]=[CH:42][c:43]1[cH:44][cH:45][cH:46][cH:47][cH:48]1)[CH:49]=[CH:50][c:51]1[cH:52][cH:53][cH:54][cH:55][cH:56]1.[O:57]=[C:58]([CH:59]=[CH:60][c:61]1[cH:62][cH:63][cH:64][cH:65][cH:66]1)[CH:67]=[CH:68][c:69]1[cH:70][cH:71][cH:72][cH:73][cH:74]1.[O:75]=[C:76]([CH:77]=[CH:78][c:79]1[cH:80][cH:81][cH:82][cH:83][cH:84]1)[CH:85]=[CH:86][c:87]1[cH:88][cH:89][cH:90][cH:91][cH:92]1.[OH2:36].[Pd:37].[Pd:38]>>[c:2]1([NH:20][c:19]2[cH:18][cH:17][c:16]([C:14]([O:13][CH2:12][CH3:11])=[O:15])[cH:22][cH:21]2)[c:3](=[O:10])[n:4]([CH3:9])[cH:5][c:6]([Br:8])[cH:7]1. Reactants: ClC1=C(C#N)C=CC(=C1)N1C(C(C(C1COC)=O)(C)C)=O (2-chloro-4-[5-(methoxymethyl)-3,3-dimethyl-2,4-dioxopyrrolidin-1-yl]benzonitrile), C(C)(CC)[BH-](C(C)CC)C(C)CC.[Li+].C1CCOC1 (lithium tri(sec-butyl)borohydride THF). The product is ClC1=C(C#N)C=CC(=C1)N1C(C([C@H]([C@H]1COC)O)(C)C)=O (rac-2-chloro-4-[(4R,5R)-4-hydroxy-5-(methoxymethyl)-3,3-dimethyl-2-oxopyrrolidin-1-yl]benzonitrile), crystals. The yield is 83.0%. As a reaction SMILES: [Cl:1][C:2]1[CH:9]=[C:8]([N:10]2[CH:14]([CH2:15][O:16][CH3:17])[C:13](=[O:18])[C:12]([CH3:20])([CH3:19])[C:11]2=[O:21])[CH:7]=[CH:6][C:3]=1[C:4]#[N:5].C([BH-](C(CC)C)C(CC)C)(CC)C.[Li+].C1COCC1>>[Cl:1][C:2]1[CH:9]=[C:8]([N:10]2[C@H:14]([CH2:15][O:16][CH3:17])[C@H:13]([OH:18])[C:12]([CH3:19])([CH3:20])[C:11]2=[O:21])[CH:7]=[CH:6][C:3]=1[C:4]#[N:5] |f:1.2.3|. Procedure details: Using 2-chloro-4-[5-(methoxymethyl)-3,3-dimethyl-2,4-dioxopyrrolidin-1-yl]benzonitrile (170 mg) and lithium tri(sec-butyl)borohydride-THF solution (0.83 mL, 1 mol/L), and in the same manner as in Example 5, the title compound was obtained as colorless crystals (yield: 142 mg, 83%). The reactants are N(C(=N)N)C=1SC=C(N1)CSCCNC1=NC=C(C(N1)=O)CC=1C=NC(=CC1)C (2-[2-(2-guanidino-4-thiazolylmethylthio)ethylamino]-5-(6-methyl-3-pyridylmethyl)-4-pyrimidone), C(C)(=O)OC(C)=O (acetic anhydride), C(C1=CC=CC=C1)(=O)OC(C1=CC=CC=C1)=O (benzoic anhydride). Run in N1=CC=CC=C1 (pyridine). Yields the product C(C)(=O)N=C(NC(SCCNC1=NC=C(C(N1)=O)CC=1C=NC(=CC1)C)C=1N=CSC1)N (2-[2-(2-acetylguanidino-4-thiazolylmethylthio)ethylamino]-5-(6-methyl-3-pyridylmethyl)-4-pyrimidone), C(C1=CC=CC=C1)(=O)N=C(NC(SCCNC1=NC=C(C(N1)=O)CC=1C=NC(=CC1)C)C=1N=CSC1)N (2-[2-(2-benzoylguanidino-4-thiazolylmethylthio)ethylamino]-5-(6-methyl-3-pyridylmethyl)-4-pyrimidone). Reaction SMILES: N([C:5]1[S:6][CH:7]=[C:8]([CH2:10][S:11][CH2:12][CH2:13][NH:14][C:15]2[NH:20][C:19](=[O:21])[C:18]([CH2:22][C:23]3[CH:24]=[N:25][C:26]([CH3:29])=[CH:27][CH:28]=3)=[CH:17][N:16]=2)[N:9]=1)C(N)=N.[C:30]([O:33]C(=O)C)(=O)[CH3:31].[C:37]([O:45]C(=O)C1C=CC=CC=1)(=O)[C:38]1[CH:43]=[CH:42][CH:41]=[CH:40][CH:39]=1>N1C=CC=CC=1>[C:30]([N:14]=[C:15]([NH2:20])[NH:16][CH:10]([C:8]1[N:9]=[CH:5][S:6][CH:7]=1)[S:11][CH2:12][CH2:13][NH:14][C:15]1[NH:20][C:19](=[O:21])[C:18]([CH2:22][C:23]2[CH:24]=[N:25][C:26]([CH3:29])=[CH:27][CH:28]=2)=[CH:17][N:16]=1)(=[O:33])[CH3:31].[C:37]([N:14]=[C:15]([NH2:20])[NH:16][CH:10]([C:8]1[N:9]=[CH:5][S:6][CH:7]=1)[S:11][CH2:12][CH2:13][NH:14][C:15]1[NH:20][C:19](=[O:21])[C:18]([CH2:22][C:23]2[CH:24]=[N:25][C:26]([CH3:29])=[CH:27][CH:28]=2)=[CH:17][N:16]=1)(=[O:45])[C:38]1[CH:43]=[CH:42][CH:41]=[CH:40][CH:39]=1. Procedure: Reaction of 2-[2-(2-guanidino-4-thiazolylmethylthio)ethylamino]-5-(6-methyl-3-pyridylmethyl)-4-pyrimidone with acetic anhydride or benzoic anhydride in pyridine gives 2-[2-(2-acetylguanidino-4-thiazolylmethylthio)ethylamino]-5-(6-methyl-3-pyridylmethyl)-4-pyrimidone and 2-[2-(2-benzoylguanidino-4-thiazolylmethylthio)ethylamino]-5-(6-methyl-3-pyridylmethyl)-4-pyrimidone.